From a dataset of the Open Reaction Database (ORD), a public repository of structured organic reaction records. describe an organic reaction: reactants, conditions, products, and yield Reactants: C(#N)C=1C(=C(C=2CCCCC2C1)C(=O)O)OC (3-cyano-2-methoxy-5,6,7,8-tetrahydro-1-naphthalenecarboxylic acid), C(C(=O)Cl)(=O)Cl (oxalyl chloride). Solvent: C(Cl)Cl (CH2Cl2). Conditions: time 2 hour. Product: C(#N)C=1C(=C(C=2CCCCC2C1)C(=O)Cl)OC (3-Cyano-2-methoxy-5,6,7,8-tetrahydro-1-naphthalenecarbonyl chloride). As a reaction SMILES: [C:1]([C:3]1[C:4]([O:16][CH3:17])=[C:5]([C:13](O)=[O:14])[C:6]2[CH2:7][CH2:8][CH2:9][CH2:10][C:11]=2[CH:12]=1)#[N:2].C(Cl)(=O)C([Cl:21])=O>C(Cl)Cl>[C:1]([C:3]1[C:4]([O:16][CH3:17])=[C:5]([C:13]([Cl:21])=[O:14])[C:6]2[CH2:7][CH2:8][CH2:9][CH2:10][C:11]=2[CH:12]=1)#[N:2]. Procedure: A stirred mixture of 3-cyano-2-methoxy-5,6,7,8-tetrahydro-1-naphthalenecarboxylic acid (0.110 g, 0.476 mmol) and dry CH2Cl2 (2 mL) was treated with oxalyl chloride (51.9 μl) and dry N,N-dimethylformanide (˜5 μL) at ambient temperature. After 2.0 h, the solvent was evaporated in vacuo. The residue was dissolved in dry CH2Cl2 and used without further purification. Starting materials: NC(C(=O)O)CC(F)(F)F (2-amino-4,4,4-trifluorobutyric acid), [OH-].[Na+] (NaOH), ClC(=O)OCC1=CC=CC=C1 (benzyl chloroformate). Run in O1CCOCC1 (dioxane). Conditions: time 18 hour. Yields the product C(C1=CC=CC=C1)OC(=O)NC(C(=O)O)CC(F)(F)F (2-(benzyloxycarbonylamino)-4,4,4-trifluorobutanoic acid). Isolated yield 20.1%. Reaction SMILES: [NH2:1][CH:2]([CH2:6][C:7]([F:10])([F:9])[F:8])[C:3]([OH:5])=[O:4].[OH-].[Na+].Cl[C:14]([O:16][CH2:17][C:18]1[CH:23]=[CH:22][CH:21]=[CH:20][CH:19]=1)=[O:15]>O1CCOCC1>[CH2:17]([O:16][C:14]([NH:1][CH:2]([CH2:6][C:7]([F:10])([F:9])[F:8])[C:3]([OH:5])=[O:4])=[O:15])[C:18]1[CH:23]=[CH:22][CH:21]=[CH:20][CH:19]=1 |f:1.2|. Procedure: To a solution of 2-amino-4,4,4-trifluorobutyric acid (543 mg, 3.45 mmol) in aq. 1N NaOH (13 mL, 13.0 mmol), a solution of benzyl chloroformate (0.600 mL, 4.26 mmol) in dioxane (5 mL) was added. The mixture was stirred at room temperature for 18 h. It was then washed with EtOAc. The aqueous solution was acidified to pH 1-2 with 6N HCl. The product was extracted with EtOAc. The EtOAc phase was dried over Na2SO4, concentrated in vacuo to give 2-(benzyloxycarbonylamino)-4,4,4-trifluorobutanoic acid ... Starting materials: CCCCCCCc1ccc(C(=O)CCCCC(=O)O)cc1, O, O=[N+]([O-])O, O=S(=O)(O)O. Yields the product CCCCCCCc1ccc(C(=O)CCCCC(=O)O)cc1[N+](=O)[O-]. As a reaction SMILES: [CH2:1]([CH2:2][CH2:3][CH2:4][CH2:5][CH2:6][CH3:7])[c:8]1[cH:9][cH:10][c:11]([C:12](=[O:13])[CH2:14][CH2:15][CH2:16][CH2:17][C:18](=[O:19])[OH:20])[cH:21][cH:22]1.[OH2:32].[OH:28][N+:29]([O-:30])=[O:31].[S:23](=[O:24])(=[O:25])([OH:26])[OH:27]>>[CH2:1]([CH2:2][CH2:3][CH2:4][CH2:5][CH2:6][CH3:7])[c:8]1[c:9]([N+:29](=[O:28])[O-:30])[cH:10][c:11]([C:12](=[O:13])[CH2:14][CH2:15][CH2:16][CH2:17][C:18](=[O:19])[OH:20])[cH:21][cH:22]1.